From a dataset of the Open Reaction Database (ORD), a public repository of structured organic reaction records. describe an organic reaction: reactants, conditions, products, and yield Reactants: [OH-].[Na+] (NaOH), C(C)OC(=O)C1CCN(CC1)C1=NC=CC=2N=C(N=CC21)NCC2=C(C=CC=C2)Cl (1-[2-(2-Chloro-benzylamino)-pyrido[4,3-d]pyrimidin-5-yl]-piperidine-4-carboxylic acid ethyl ester), solid. Solvent: C1CCOC1 (THF). Run at temperature 50 celsius, time 3 hour. Yields the product ClC1=C(CNC=2N=CC3=C(N2)C=CN=C3N3CCC(CC3)C(=O)O)C=CC=C1 (1-[2-(2-Chloro-benzylamino)-pyrido[4,3-d]pyrimidin-5-yl]-piperidine-4-carboxylic acid). RXN SMILES: C([O:3][C:4]([CH:6]1[CH2:11][CH2:10][N:9]([C:12]2[C:21]3[CH:20]=[N:19][C:18]([NH:22][CH2:23][C:24]4[CH:29]=[CH:28][CH:27]=[CH:26][C:25]=4[Cl:30])=[N:17][C:16]=3[CH:15]=[CH:14][N:13]=2)[CH2:8][CH2:7]1)=[O:5])C.[OH-].[Na+]>C1COCC1>[Cl:30][C:25]1[CH:26]=[CH:27][CH:28]=[CH:29][C:24]=1[CH2:23][NH:22][C:18]1[N:19]=[CH:20][C:21]2[C:12]([N:9]3[CH2:8][CH2:7][CH:6]([C:4]([OH:5])=[O:3])[CH2:11][CH2:10]3)=[N:13][CH:14]=[CH:15][C:16]=2[N:17]=1 |f:1.2|. Reported procedure: 1-[2-(2-Chloro-benzylamino)-pyrido[4,3-d]pyrimidin-5-yl]-piperidine-4-carboxylic acid ethyl ester 13 (583 mg, 1.37 mmol) was dissolved in THF (10 mL), 2 N NaOH solution (5 mL) were added and the mixture was stirred for 3 h at 50° C. The mixture was evaporated to dryness, water was added and the pH was adjusted to 7 adding 2 N HCl solution. The aqueous layer was extracted twice with ethyl acetate and DCM. The combined organic layers were dried over sodium sulfate, filtered and evaporated to dryne... The reactants are O=C(c1ncc[nH]1)c1ncc[nH]1, CN(C)C(=O)CO, O=C(O)c1ccc(-c2nc(-c3ccc(F)cc3)c(-c3ccncc3)[nH]2)cc1, O. Product: CN(C)C(=O)COC(=O)c1ccc(-c2nc(-c3ccc(F)cc3)c(-c3ccncc3)[nH]2)cc1. Reaction SMILES: [C:28]([c:29]1[nH:30][cH:31][cH:32][n:33]1)([c:34]1[nH:35][cH:36][cH:37][n:38]1)=[O:39].[CH3:40][N:41]([C:42]([CH2:43][OH:44])=[O:45])[CH3:46].[F:1][c:2]1[cH:3][cH:4][c:5](-[c:8]2[n:9][c:10](-[c:19]3[cH:20][cH:21][c:22]([C:23](=[O:24])[OH:25])[cH:26][cH:27]3)[nH:11][c:12]2-[c:13]2[cH:14][cH:15][n:16][cH:17][cH:18]2)[cH:6][cH:7]1.[OH2:47]>>[F:1][c:2]1[cH:3][cH:4][c:5](-[c:8]2[n:9][c:10](-[c:19]3[cH:20][cH:21][c:22]([C:23]([O:24][CH2:43][C:42]([N:41]([CH3:40])[CH3:46])=[O:45])=[O:25])[cH:26][cH:27]3)[nH:11][c:12]2-[c:13]2[cH:14][cH:15][n:16][cH:17][cH:18]2)[cH:6][cH:7]1. Reactants: C1(=CC=CC=C1)CC(=O)N[C@@H]1C(N([C@@H]1SCC(=O)C1COCC1)C(C(=O)OC(C)(C)C)=P(CCCC)(CCCC)CCCC)=O (t-Butyl 2-[(3R,4R)-3-phenylacetamido-4-[(RS)-tetrahydrofuran-3-ylcarbonylmethylthio]azetidin-2-on-1-yl]-2-tri-n-butylphosphoranylideneacetate), C(C)(=O)OCC.CCCCCC (ethyl acetate hexane). The solvent is C1(=CC=CC=C1)C (toluene). Product: C1(=CC=CC=C1)CC(=O)N[C@H]1[C@@H]2N(C(=C(CS2)C2COCC2)C(=O)OC(C)(C)C)C1=O (t-Butyl (6R,7R)-7-Phenylacetamido-3-[(RS)-tetra-hydrofuran-3-yl]ceph-3-em-4-carboxylate). Isolated yield 27.9%. As a reaction SMILES: [C:1]1([CH2:7][C:8]([NH:10][C@H:11]2[C@@H:14]([S:15][CH2:16][C:17]([CH:19]3[CH2:23][CH2:22][O:21][CH2:20]3)=O)[N:13]([C:24](=P(CCCC)(CCCC)CCCC)[C:25]([O:27][C:28]([CH3:31])([CH3:30])[CH3:29])=[O:26])[C:12]2=[O:45])=[O:9])[CH:6]=[CH:5][CH:4]=[CH:3][CH:2]=1.C(OCC)(=O)C.CCCCCC>C1(C)C=CC=CC=1>[C:1]1([CH2:7][C:8]([NH:10][C@@H:11]2[C:12](=[O:45])[N:13]3[C:24]([C:25]([O:27][C:28]([CH3:31])([CH3:30])[CH3:29])=[O:26])=[C:17]([CH:19]4[CH2:23][CH2:22][O:21][CH2:20]4)[CH2:16][S:15][C@H:14]23)=[O:9])[CH:6]=[CH:5][CH:4]=[CH:3][CH:2]=1 |f:1.2|. Reported procedure: t-Butyl 2-[(3R,4R)-3-phenylacetamido-4-[(RS)-tetrahydrofuran-3-ylcarbonylmethylthio]azetidin-2-on-1-yl]-2-tri-n-butylphosphoranylideneacetate (1.496 g), thermolysed in toluene (30 ml) as for Example 1 (e) and purified by flash chromatography with 40, 50 and 60% ethyl acetate/hexane afforded the title compound as a yellow foam (0.28 g, 28%); νmax (CH2Cl2) 3411, 1702, 1718 and 1687 cm-1 ; δH (CDCl3) 1.52 (9 H, s), 1.43-2.39 (3 H, m's), 3.23 and 3.44 with 3.27 and 3.44 (2 H, 2ABq's J 17.7 Hz), 3.51...